Dataset: the Open Reaction Database (ORD), a public repository of structured organic reaction records. Task: describe an organic reaction: reactants, conditions, products, and yield Reactants: C=CCOP(=O)(OCC=C)OCCC(C)(C)CCl, CC(SC1COC(C=CC=Cc2ccc(C#N)cc2F)OC1)C(O)(Cn1cncn1)c1ccc(F)cc1F, [H-], [Na+], C1CCOC1. The product is C=CCOP(=O)(OCC=C)OCCC(C)(C)C(=O)OC(Cn1cncn1)(c1ccc(F)cc1F)C(C)SC1COC(C=CC=Cc2ccc(C#N)cc2F)OC1. RXN SMILES: [CH2:41]([CH:42]=[CH2:43])[O:44][P:45](=[O:46])([O:47][CH2:48][CH:49]=[CH2:50])[O:51][CH2:52][CH2:53][C:54]([CH2:55][Cl:56])([CH3:57])[CH3:58].[F:1][c:2]1[c:3]([C:9]([CH:10]([CH3:11])[S:12][CH:13]2[CH2:14][O:15][CH:16]([CH:19]=[CH:20][CH:21]=[CH:22][c:23]3[c:24]([F:31])[cH:25][c:26]([C:27]#[N:28])[cH:29][cH:30]3)[O:17][CH2:18]2)([CH2:32][n:33]2[n:34][cH:35][n:36][cH:37]2)[OH:38])[cH:4][cH:5][c:6]([F:8])[cH:7]1.[H-:39].[Na+:40].[O:59]1[CH2:60][CH2:61][CH2:62][CH2:63]1>>[F:1][c:2]1[c:3]([C:9]([CH:10]([CH3:11])[S:12][CH:13]2[CH2:14][O:15][CH:16]([CH:19]=[CH:20][CH:21]=[CH:22][c:23]3[c:24]([F:31])[cH:25][c:26]([C:27]#[N:28])[cH:29][cH:30]3)[O:17][CH2:18]2)([CH2:32][n:33]2[n:34][cH:35][n:36][cH:37]2)[O:38][C:55]([C:54]([CH2:53][CH2:52][O:51][P:45]([O:44][CH2:41][CH:42]=[CH2:43])(=[O:46])[O:47][CH2:48][CH:49]=[CH2:50])([CH3:57])[CH3:58])=[O:59])[cH:4][cH:5][c:6]([F:8])[cH:7]1. Starting materials: Fc1ccc(C=Cc2nc(CCl)co2)c(F)c1, [H-], [Na+], OCC(O)Cc1nccn1CCCc1cccc(O)c1. The product is OCC(O)Cc1nccn1CCCc1cccc(OCc2coc(C=Cc3ccc(F)cc3F)n2)c1. Reaction SMILES: [Cl:23][CH2:24][c:25]1[n:26][c:27]([CH:30]=[CH:31][c:32]2[c:33]([F:39])[cH:34][c:35]([F:38])[cH:36][cH:37]2)[o:28][cH:29]1.[H-:21].[Na+:22].[OH:1][c:2]1[cH:3][c:4]([CH2:8][CH2:9][CH2:10][n:11]2[c:12]([CH2:16][CH:17]([CH2:18][OH:19])[OH:20])[n:13][cH:14][cH:15]2)[cH:5][cH:6][cH:7]1>>[O:1]([c:2]1[cH:3][c:4]([CH2:8][CH2:9][CH2:10][n:11]2[c:12]([CH2:16][CH:17]([CH2:18][OH:19])[OH:20])[n:13][cH:14][cH:15]2)[cH:5][cH:6][cH:7]1)[CH2:24][c:25]1[n:26][c:27]([CH:30]=[CH:31][c:32]2[c:33]([F:39])[cH:34][c:35]([F:38])[cH:36][cH:37]2)[o:28][cH:29]1. Reactants: CC(C)(C)S(N)=O, O=CC1CC1, ClCCl, [Mg+2], O=S(=O)([O-])[O-], Cc1ccc(S(=O)(=O)[O-])cc1, c1cc[nH+]cc1. Yields the product CC(C)(C)S(=O)N=CC1CC1. Reaction SMILES: [CH3:6][C:7]([CH3:8])([CH3:9])[S:10](=[O:11])[NH2:12].[CH:1]1([CH:4]=[O:5])[CH2:2][CH2:3]1.[Cl:36][CH2:37][Cl:38].[Mg+2:13].[O-:14][S:15](=[O:16])(=[O:17])[O-:18].[c:19]1([CH3:20])[cH:21][cH:22][c:23]([S:24]([O-:25])(=[O:26])=[O:27])[cH:28][cH:29]1.[nH+:30]1[cH:31][cH:32][cH:33][cH:34][cH:35]1>>[CH:1]1([CH:4]=[N:12][S:10]([C:7]([CH3:6])([CH3:8])[CH3:9])=[O:11])[CH2:2][CH2:3]1.